This data is from the Open Reaction Database (ORD), a public repository of structured organic reaction records. The task is: describe an organic reaction: reactants, conditions, products, and yield Reactants: S(=O)(=O)([O-])[O-].[Ca+2] (calcium sulfate), CI (methyl iodide), CC(CO)(C)C1=CC=C(C(=O)O)C=C1 (p-(1,1-dimethyl-2-hydroxyethyl)benzoic acid), C([O-])(O)=O.[Na+] (sodium bicarbonate). Solvent: CN(C(C)=O)C (N,N-dimethylacetamide). Conditions: temperature 80 celsius, time 10 minute. Yields the product COC(C1=CC=C(C=C1)C(CO)(C)C)=O (p-(1,1-Dimethyl-2-hydroxyethyl)benzoic acid methyl ester). The yield is 99.0%. RXN SMILES: S([O-])([O-])(=O)=O.[Ca+2].[CH3:7][C:8]([C:12]1[CH:20]=[CH:19][C:15]([C:16]([OH:18])=[O:17])=[CH:14][CH:13]=1)([CH3:11])[CH2:9][OH:10].[C:21](=O)(O)[O-].[Na+].CI>CN(C)C(=O)C>[CH3:21][O:17][C:16](=[O:18])[C:15]1[CH:14]=[CH:13][C:12]([C:8]([CH3:7])([CH3:11])[CH2:9][OH:10])=[CH:20][CH:19]=1 |f:0.1,3.4|. Reported procedure: The following reagents were placed in a flask equipped with a magnetic stirrer, oil bath and reflux condenser protected with a guard tube containing anhydrous calcium sulfate ("Drierite"): p-(1,1-dimethyl-2-hydroxyethyl)benzoic acid, 20 g, 0.103 mole; sodium bicarbonate, 9.4 g, 0.112 mole; N,N-dimethylacetamide, 100 mL; and methyl iodide, 28.4 g, 0.2 mole. The mixture was heated at 80° C. for 2.5 hours, cooled to room temperature and filtered to remove any unreacted hydroxyacid. The clear soluti... The reactants are FC(C1=NC2=CC=CC=C2C=C1)(F)F (2-(trifluoromethyl)quinoline), [N+](=O)([O-])[O-].[K+] (potassium nitrate). Solvent: S(O)(O)(=O)=O (sulfuric acid). Reaction conditions: time 20 hour. Yields the product [N+](=O)([O-])C1=C2C=CC(=NC2=CC=C1)C(F)(F)F (5-Nitro-2-(trifluoromethyl)quinoline). As a reaction SMILES: [F:1][C:2]([F:14])([F:13])[C:3]1[CH:12]=[CH:11][C:10]2[C:5](=[CH:6][CH:7]=[CH:8][CH:9]=2)[N:4]=1.[N+:15]([O-])([O-:17])=[O:16].[K+]>S(=O)(=O)(O)O>[N+:15]([C:9]1[CH:8]=[CH:7][CH:6]=[C:5]2[C:10]=1[CH:11]=[CH:12][C:3]([C:2]([F:1])([F:13])[F:14])=[N:4]2)([O-:17])=[O:16] |f:1.2|. Procedure: 1.52 g (7.7 mmol) of 2-(trifluoromethyl)quinoline is dissolved in 7.90 ml of concentrated sulfuric acid, and 1.47 g of potassium nitrate is added in portions at 0° C. After 20 hours at room temperature, the reaction solution is poured onto ice/water. It is extracted with ethyl acetate, the combined organic phases are washed with saturated sodium bicarbonate solution and dried on sodium sulfate. After removal of the solvent and chromatography on silica gel with hexane-ethyl acetate (10-100%), 390... The reactants are CO, COC(=O)c1ccc(Cc2cn(C)c3ccc(NC(=O)OC4CCCC4)cc23)c(OC)c1, [Li+], C1CCOC1, [OH-], O, O. The product is COc1cc(C(=O)O)ccc1Cc1cn(C)c2ccc(NC(=O)OC3CCCC3)cc12. As a reaction SMILES: [CH3:36][OH:37].[CH:1]1([O:6][C:7](=[O:8])[NH:9][c:10]2[cH:11][c:12]3[c:13]([CH2:20][c:21]4[c:22]([O:31][CH3:32])[cH:23][c:24]([C:25](=[O:26])[O:27][CH3:28])[cH:29][cH:30]4)[cH:14][n:15]([CH3:19])[c:16]3[cH:17][cH:18]2)[CH2:2][CH2:3][CH2:4][CH2:5]1.[Li+:35].[O:38]1[CH2:39][CH2:40][CH2:41][CH2:42]1.[OH-:34].[OH2:33].[OH2:43]>>[CH:1]1([O:6][C:7](=[O:8])[NH:9][c:10]2[cH:11][c:12]3[c:13]([CH2:20][c:21]4[c:22]([O:31][CH3:32])[cH:23][c:24]([C:25](=[O:26])[OH:27])[cH:29][cH:30]4)[cH:14][n:15]([CH3:19])[c:16]3[cH:17][cH:18]2)[CH2:2][CH2:3][CH2:4][CH2:5]1.